This data is from the Open Reaction Database (ORD), a public repository of structured organic reaction records. The task is: describe an organic reaction: reactants, conditions, products, and yield The reactants are C1(CCCCC1)C(=O)OC (methyl cyclohexanecarboxylate), CP(OC)(OC)=O (dimethyl methylphosphonate), C(CCC)[Li] (n-butyl lithium), CCCCCC (hexane). Run in C(C)(=O)O (acetic acid), O (water), C1CCOC1 (THF), C1CCOC1 (THF). Reaction conditions: temperature 0 celsius, time 30 minute. The product is C1(CCCCC1)C(CP(OC)(OC)=O)=O (dimethyl 2-cyclohexyl-2-oxo-ethylphosphonate). The yield is 93.9%. As a reaction SMILES: [CH3:1][P:2](=[O:7])([O:5][CH3:6])[O:3][CH3:4].C([Li])CCC.CCCCCC.[CH:19]1([C:25](OC)=[O:26])[CH2:24][CH2:23][CH2:22][CH2:21][CH2:20]1>C1COCC1.C(O)(=O)C.O>[CH:19]1([C:25](=[O:26])[CH2:1][P:2](=[O:7])([O:5][CH3:6])[O:3][CH3:4])[CH2:24][CH2:23][CH2:22][CH2:21][CH2:20]1. Reported procedure: To a stirred solution of dimethyl methylphosphonate (11.73 g, 0.095 mol) in 150 ml of anhydrous THF at -78° C. was added dropwise a solution of n-butyl lithium in hexane (1.67N, 56.7 ml, 0.095 mol) under argon atmosphere, and the mixture was stirred for 30 minutes. To this reaction mixture was added dropwise a solution of methyl cyclohexanecarboxylate (5.6 g, 0.0394 mol) in 10 ml of anhydrous THF. After being stirred for 30 minutes, the reaction mixture was allowed to warm to 0° C., diluted with... Reactants: CN1CCCC1=O, COC(=O)CCc1nc(Cl)c2c3c(sc2n1)CCCC3, COc1ccc(CN)cc1Cl. Product: COC(=O)CCc1nc(NCc2ccc(OC)c(Cl)c2)c2c3c(sc2n1)CCCC3. As a reaction SMILES: [CH3:32][N:33]1[CH2:34][CH2:35][CH2:36][C:37]1=[O:38].[Cl:1][c:2]1[c:3]2[c:4]([n:5][c:6]([CH2:8][CH2:9][C:10](=[O:11])[O:12][CH3:13])[n:7]1)[s:14][c:15]1[c:16]2[CH2:17][CH2:18][CH2:19][CH2:20]1.[Cl:21][c:22]1[cH:23][c:24]([CH2:25][NH2:26])[cH:27][cH:28][c:29]1[O:30][CH3:31]>>[c:2]1([NH:26][CH2:25][c:24]2[cH:23][c:22]([Cl:21])[c:29]([O:30][CH3:31])[cH:28][cH:27]2)[c:3]2[c:4]([n:5][c:6]([CH2:8][CH2:9][C:10](=[O:11])[O:12][CH3:13])[n:7]1)[s:14][c:15]1[c:16]2[CH2:17][CH2:18][CH2:19][CH2:20]1.